describe an organic reaction: reactants, conditions, products, and yield From a dataset of the Open Reaction Database (ORD), a public repository of structured organic reaction records. Reactants: [Al+3], COc1ccc(S(=O)(=O)N(C)C)cc1, [Cl-], [Cl-], [Cl-], c1ccccc1. Product: CN(C)S(=O)(=O)c1ccc(O)cc1. Reaction SMILES: [Al+3:16].[CH3:1][O:2][c:3]1[cH:4][cH:5][c:6]([S:9](=[O:10])(=[O:11])[N:12]([CH3:13])[CH3:14])[cH:7][cH:8]1.[Cl-:15].[Cl-:17].[Cl-:18].[cH:19]1[cH:20][cH:21][cH:22][cH:23][cH:24]1>>[OH:2][c:3]1[cH:4][cH:5][c:6]([S:9](=[O:10])(=[O:11])[N:12]([CH3:13])[CH3:14])[cH:7][cH:8]1. Starting materials: C(C)(C)(C)OC(=O)N[C@@H](C(=O)O)C1CC2=CC=CC=C2C1 ((2R)-[(tert-butoxycarbonyl)amino](2,3-dihydro-1H-inden-2-yl)ethanoic acid), CN1CCOCC1 (N-methylmorpholine), O1C=CC2=C1C=CC(=C2)C(C(=O)N(C)C)N[C@@H](CC(C)C)C(=O)O (N-[1-(benzofuran-5-yl)-2-(dimethylamino)-2-oxoethyl]-L-leucine), C(C)(C)OC(=O)Cl (isopropylchloroformate). Solvent: O1CCCC1 (tetrahydrofuran), CN(C=O)C (dimethylformamide), C1(=CC=CC=C1)C (toluene). Reaction conditions: time 10 minute. Yields the product O1C=CC2=C1C=CC(=C2)C(C(=O)N(C)C)N2C([C@H](NC([C@H]2CC(C)C)=O)C2CC1=CC=CC=C1C2)=O (benzofuran-5-yl-2-[(3R,6R)-3-(2,3-dihydro-1H-inden-2-yl)-6-isobutyl-2,5-dioxopiperazin-1-yl]-N,N-dimethylethanamide). The yield is 7.3%. RXN SMILES: C(O[C:6]([NH:8][C@H:9]([CH:13]1[CH2:21][C:20]2[C:15](=[CH:16][CH:17]=[CH:18][CH:19]=2)[CH2:14]1)[C:10]([OH:12])=O)=[O:7])(C)(C)C.CN1CCOCC1.C(OC(Cl)=O)(C)C.[O:36]1[C:40]2[CH:41]=[CH:42][C:43]([CH:45]([NH:51][C@H:52](C(O)=O)[CH2:53][CH:54]([CH3:56])[CH3:55])[C:46]([N:48]([CH3:50])[CH3:49])=[O:47])=[CH:44][C:39]=2[CH:38]=[CH:37]1>O1CCCC1.C1(C)C=CC=CC=1.CN(C)C=O>[O:36]1[C:40]2[CH:41]=[CH:42][C:43]([CH:45]([N:51]3[C@H:52]([CH2:53][CH:54]([CH3:56])[CH3:55])[C:6](=[O:7])[NH:8][C@H:9]([CH:13]4[CH2:14][C:15]5[C:20](=[CH:19][CH:18]=[CH:17][CH:16]=5)[CH2:21]4)[C:10]3=[O:12])[C:46]([N:48]([CH3:49])[CH3:50])=[O:47])=[CH:44][C:39]=2[CH:38]=[CH:37]1. Procedure details: To a solution of (2R)-[(tert-butoxycarbonyl)amino](2,3-dihydro-1H-inden-2-yl)ethanoic acid (419 mg) in dry tetrahydrofuran (5 ml) at −20° C. under a nitrogen atmosphere was added N-methylmorpholine (158 μl) and a solution of isopropylchloroformate in toluene (1.0M, 1.44 ml). After 10 minutes, a solution of N-[1-(benzofuran-5-yl)-2-(dimethylamino)-2-oxoethyl]-L-leucine (478 mg) in dimethylformamide (5 ml) was added and the reaction was allowed to warm to room temperature. After 20 hours, the solv... The reactants are NC1=C(N=NN1C(CCCC1=CC=CC=C1)C)C(=O)N (5-amino-1-(1-methyl-4-phenyl-butyl)-1H-[1,2,3]triazole-4-carboxamide), C1(=CC=CC=C1)CC(=O)OC (methyl phenylacetate). The product is C(C1=CC=CC=C1)C=1NC(C2=C(N1)N(N=N2)C(CCCC2=CC=CC=C2)C)=O (5-Benzyl-3-(1-methyl-4-phenyl-butyl)-3,6-dihydro-[1,2,3]triazolo[4,5-d]pyrimidin-7-one). RXN SMILES: [NH2:1][C:2]1[N:6]([CH:7]([CH3:17])[CH2:8][CH2:9][CH2:10][C:11]2[CH:16]=[CH:15][CH:14]=[CH:13][CH:12]=2)[N:5]=[N:4][C:3]=1[C:18]([NH2:20])=[O:19].[C:21]1([CH2:27][C:28](OC)=O)[CH:26]=[CH:25][CH:24]=[CH:23][CH:22]=1>>[CH2:27]([C:28]1[NH:20][C:18](=[O:19])[C:3]2[N:4]=[N:5][N:6]([CH:7]([CH3:17])[CH2:8][CH2:9][CH2:10][C:11]3[CH:12]=[CH:13][CH:14]=[CH:15][CH:16]=3)[C:2]=2[N:1]=1)[C:21]1[CH:26]=[CH:25][CH:24]=[CH:23][CH:22]=1. Reported procedure: Analogously to the procedure of Example 1, the title compound is prepared from 566 mg (2 mmol) of 5-amino-1-(1-methyl-4-phenyl-butyl)-1H-[1,2,3]triazole-4-carboxamide and 1.16 g (7.7 mmol) of methyl phenylacetate. Reactants: CC(C)=CCCC(C)=CCCC(C)=CCCC(C)CCO, CC(=O)OC(C)=O, c1ccncc1. Product: CC(=O)OCCC(C)CCC=C(C)CCC=C(C)CCC=C(C)C. RXN SMILES: [CH3:1][CH:2]([CH2:3][CH2:4][OH:5])[CH2:6][CH2:7][CH:8]=[C:9]([CH2:10][CH2:11][CH:12]=[C:13]([CH2:14][CH2:15][CH:16]=[C:17]([CH3:18])[CH3:19])[CH3:20])[CH3:21].[CH3:22][C:23](=[O:24])[O:25][C:26](=[O:27])[CH3:28].[cH:29]1[cH:30][cH:31][n:32][cH:33][cH:34]1>>[CH3:1][CH:2]([CH2:3][CH2:4][O:5][C:23]([CH3:22])=[O:24])[CH2:6][CH2:7][CH:8]=[C:9]([CH2:10][CH2:11][CH:12]=[C:13]([CH2:14][CH2:15][CH:16]=[C:17]([CH3:18])[CH3:19])[CH3:20])[CH3:21]. The reactants are C(C1=CC=CC=C1)Br (benzyl bromide), OC(CC1OC2=C(CC1)C=C(C=C2)[N+](=O)[O-])C(F)(F)F (2-(2-hydroxy-3,3,3-trifluoropropyl)-6-nitro-3,4-dihydro-2H-1-benzopyran), [OH-].[Na+] (sodium hydroxide). The reagents and catalysts are [Br-].C(CCC)[N+](CCCC)(CCCC)CCCC (tetrabutylammonium bromide). Solvent: ClCCl (dichloromethane), O (water), C1(=CC=CC=C1)C (toluene), ClCCl (dichloromethane). Product: C1(=CC=CC=C1)COC(CC1OC2=C(CC1)C=C(C=C2)[N+](=O)[O-])C(F)(F)F (2-(2-Phenylmethoxy-3,3,3-trifluoropropyl)-6-nitro-3,4-dihydro-2H-1-benzopyran). RXN SMILES: [OH:1][CH:2]([C:17]([F:20])([F:19])[F:18])[CH2:3][CH:4]1[CH2:9][CH2:8][C:7]2[CH:10]=[C:11]([N+:14]([O-:16])=[O:15])[CH:12]=[CH:13][C:6]=2[O:5]1.[CH2:21](Br)[C:22]1[CH:27]=[CH:26][CH:25]=[CH:24][CH:23]=1.[OH-].[Na+]>C1(C)C=CC=CC=1.ClCCl.[Br-].C([N+](CCCC)(CCCC)CCCC)CCC.O>[C:22]1([CH2:21][O:1][CH:2]([C:17]([F:20])([F:18])[F:19])[CH2:3][CH:4]2[CH2:9][CH2:8][C:7]3[CH:10]=[C:11]([N+:14]([O-:16])=[O:15])[CH:12]=[CH:13][C:6]=3[O:5]2)[CH:27]=[CH:26][CH:25]=[CH:24][CH:23]=1 |f:2.3,6.7|. Procedure: A solution of 5.0 g (17 mmol) of 2-(2-hydroxy-3,3,3-trifluoropropyl)-6-nitro-3,4-dihydro-2H-1-benzopyran in a mixture of 60 ml of toluene and 20 ml of dichloromethane is stirred for 3 hours with 6.1 ml (52 mmol) of benzyl bromide, 0.55 g (1.7 mmol) of tetrabutylammonium bromide and a solution of 2.7 g (69 mmol) of sodium hydroxide in 5.4 ml of water. The reaction mixture is then diluted with dichloromethane and washed with water, then the organic phase is dried over sodium sulfate and concentrat... Reactants: COCCOCCOC1=C(C(=NC(=N1)N)N)N=O (6-[2-(2-methoxyethoxyl)ethoxy]-5-nitrosopyrimidine-2,4-diamine), Cl (hydrochloric acid). The reagents and catalysts are [Pd] (palladium on carbon). Run in C(C)O (ethanol). Run at time 16 hour. The product is Cl.Cl.COCCOCCOC1=C(C(=NC(=N1)N)N)N (6-[2-(2-methoxyethoxyl)ethoxy]pyrimidine-2,4,5-triamine, dihydrochloride). Yield: 84.1%. RXN SMILES: [CH3:1][O:2][CH2:3][CH2:4][O:5][CH2:6][CH2:7][O:8][C:9]1[N:14]=[C:13]([NH2:15])[N:12]=[C:11]([NH2:16])[C:10]=1[N:17]=O.[ClH:19]>[Pd].C(O)C>[ClH:19].[ClH:19].[CH3:1][O:2][CH2:3][CH2:4][O:5][CH2:6][CH2:7][O:8][C:9]1[N:14]=[C:13]([NH2:15])[N:12]=[C:11]([NH2:16])[C:10]=1[NH2:17] |f:4.5.6|. Procedure details: 1.5 g (0.04 mol %) of palladium on carbon (5%) was added to a solution of 11.3 g (0.044 mol) of 6-[2-(2-methoxyethoxyl)ethoxy]-5-nitrosopyrimidine-2,4-diamine from step 5.2 in 400 ml of ethanol, and shaking was performed at room temperature for 16 h under hydrogen-1 atmosphere. Then the reaction mixture was poured into 80 ml of diluted hydrochloric acid (0.23 mol), the catalyst was filtered off, and the filtrate was concentrated almost to dryness. The precipitated crystals were sucked off and po... Reactants: [H-].[Na+] (sodium hydride), S(=O)(=O)(OC)OC (dimethyl sulfate), COC(=O)C=1N(C2=CC=CC=C2C1O)C1=CC=CC=C1 (3-hydroxy-1-phenyl-1H-indole-2-carboxylic acid methyl ester). The solvent is CN(C=O)C (N,N-dimethylformamide). Run at time 1 hour. Product: crude residue, COC(=O)C=1N(C2=CC=CC=C2C1OC)C1=CC=CC=C1 (3-methoxy-1-phenyl-1H-indole-2-carboxylic acid methyl ester). Reaction SMILES: [H-].[Na+].[CH3:3][O:4][C:5]([C:7]1[N:8]([C:17]2[CH:22]=[CH:21][CH:20]=[CH:19][CH:18]=2)[C:9]2[C:14]([C:15]=1[OH:16])=[CH:13][CH:12]=[CH:11][CH:10]=2)=[O:6].S(OC)(O[CH3:27])(=O)=O>CN(C)C=O>[CH3:3][O:4][C:5]([C:7]1[N:8]([C:17]2[CH:22]=[CH:21][CH:20]=[CH:19][CH:18]=2)[C:9]2[C:14]([C:15]=1[O:16][CH3:27])=[CH:13][CH:12]=[CH:11][CH:10]=2)=[O:6] |f:0.1|. Procedure details: A suspension of 3.9 g (0.081 mole) of 50% sodium hydride/mineral oil in 85 ml of N,N-dimethylformamide under a nitrogen atmosphere was cooled in ice and treated portionwise over 90 minutes with 17.1 g (0.064 mole) of 3-hydroxy-1-phenyl-1H-indole-2-carboxylic acid methyl ester [P. Friedlander and K. Kunz, Chem. Ber., 55, 1597 (1922)]. The mixture was stirred in ice an additional one hour, 7.9 ml (10.5 g; 0.083 mole) of dimethyl sulfate was added dropwise over 15 minutes, the ice bath was removed,... As a reaction SMILES: [CH3:1][C:2]([O:3][C:5]([CH3:6])=[O:7])=[O:4].[Cl:39][CH2:40][Cl:41].[Cl:8][c:9]1[cH:10][cH:11][c:12](-[c:15]2[cH:16][cH:17][c:18]([C:21]#[C:22][c:23]3[cH:24][c:25]4[c:30]([cH:31][cH:32]3)[NH:29][CH:28]([CH2:33][N:34]3[CH2:35][CH2:36][CH2:37][CH2:38]3)[CH2:27][CH2:26]4)[n:19][cH:20]2)[cH:13][cH:14]1>>[C:5]([CH3:6])(=[O:7])[N:29]1[CH:28]([CH2:33][N:34]2[CH2:35][CH2:36][CH2:37][CH2:38]2)[CH2:27][CH2:26][c:25]2[cH:24][c:23]([C:22]#[C:21][c:18]3[cH:17][cH:16][c:15](-[c:12]4[cH:11][cH:10][c:9]([Cl:8])[cH:14][cH:13]4)[cH:20][n:19]3)[cH:32][cH:31][c:30]21. The reactants are CC(=O)OC(C)=O, ClCCl, Clc1ccc(-c2ccc(C#Cc3ccc4c(c3)CCC(CN3CCCC3)N4)nc2)cc1. Product: CC(=O)N1c2ccc(C#Cc3ccc(-c4ccc(Cl)cc4)cn3)cc2CCC1CN1CCCC1.